Dataset: the Open Reaction Database (ORD), a public repository of structured organic reaction records. Task: describe an organic reaction: reactants, conditions, products, and yield Reactants: CC(C)CC=CC1CC(OC2CCCCO2)CN1C(=O)OCc1ccccc1, ClC(Cl)Cl, Cl, C1CCOC1, O. The product is CC(C)CC=CC1CC(O)CN1C(=O)OCc1ccccc1. Reaction SMILES: [CH3:1][CH:2]([CH2:3][CH:4]=[CH:5][CH:6]1[N:7]([C:18](=[O:19])[O:20][CH2:21][c:22]2[cH:23][cH:24][cH:25][cH:26][cH:27]2)[CH2:8][CH:9]([O:11][CH:12]2[CH2:13][CH2:14][CH2:15][CH2:16][O:17]2)[CH2:10]1)[CH3:28].[CH:30]([Cl:31])([Cl:32])[Cl:33].[ClH:29].[O:35]1[CH2:36][CH2:37][CH2:38][CH2:39]1.[OH2:34]>>[CH3:1][CH:2]([CH2:3][CH:4]=[CH:5][CH:6]1[N:7]([C:18](=[O:19])[O:20][CH2:21][c:22]2[cH:23][cH:24][cH:25][cH:26][cH:27]2)[CH2:8][CH:9]([OH:11])[CH2:10]1)[CH3:28]. The reactants are FC=1C=C(CO[Si](C(C)C)(C(C)C)C(C)C)C=CC1[N+](=O)[O-] ((3-fluoro-4-nitrobenzyloxy)triisopropylsilane), [N+](=O)([O-])C=1C=NC=CC1N[C@H]1CC[C@H](CC1)C(=O)OC (cis-methyl 4-(3-nitropyridin-4-ylamino)cyclohexanecarboxylate). The product is [N+](=O)([O-])C1=C(C=C(C=C1)CO[Si](C(C)C)(C(C)C)C(C)C)N[C@H]1CC[C@H](CC1)C(=O)OC (cis-Methyl 4-(2-nitro-5-((triisopropylsilyloxy)methyl)phenylamino)cyclohexanecarboxylate). Yield: 39.2%. As a reaction SMILES: F[C:2]1[CH:3]=[C:4]([CH:17]=[CH:18][C:19]=1[N+:20]([O-:22])=[O:21])[CH2:5][O:6][Si:7]([CH:14]([CH3:16])[CH3:15])([CH:11]([CH3:13])[CH3:12])[CH:8]([CH3:10])[CH3:9].[N+](C1C=NC=CC=1[NH:32][C@@H:33]1[CH2:38][CH2:37][C@H:36]([C:39]([O:41][CH3:42])=[O:40])[CH2:35][CH2:34]1)([O-])=O>>[N+:20]([C:19]1[CH:18]=[CH:17][C:4]([CH2:5][O:6][Si:7]([CH:14]([CH3:16])[CH3:15])([CH:11]([CH3:13])[CH3:12])[CH:8]([CH3:10])[CH3:9])=[CH:3][C:2]=1[NH:32][C@@H:33]1[CH2:34][CH2:35][C@H:36]([C:39]([O:41][CH3:42])=[O:40])[CH2:37][CH2:38]1)([O-:22])=[O:21]. Procedure: The title compound was prepared from (3-fluoro-4-nitrobenzyloxy)triisopropylsilane using the preparation for cis-methyl 4-(3-nitropyridin-4-ylamino)cyclohexanecarboxylate described above. The yield was 3.5 g (39.2% yield).